The task is: describe an organic reaction: reactants, conditions, products, and yield. This data is from the Open Reaction Database (ORD), a public repository of structured organic reaction records. Reactants: F[B-](F)(F)F, CC(C)(N)c1ccccc1, CCOC(C)=O, CNC(=O)c1c(-c2ccc(F)cc2)oc2ccc(-c3ccc(OC)c(C(=O)O)c3)cc12, CN(C)C=O, CN(C)C(On1nnc2ccccc21)=[N+](C)C. Product: CNC(=O)c1c(-c2ccc(F)cc2)oc2ccc(-c3ccc(OC)c(C(=O)NC(C)(C)c4ccccc4)c3)cc12. As a reaction SMILES: [B-:47]([F:48])([F:49])([F:50])[F:51].[C:37]([CH3:38])([CH3:39])([c:40]1[cH:41][cH:42][cH:43][cH:44][cH:45]1)[NH2:46].[CH3:69][CH2:70][O:71][C:72](=[O:73])[CH3:74].[F:1][c:2]1[cH:3][cH:4][c:5](-[c:8]2[o:9][c:10]3[c:11]([c:12]2[C:13]([NH:14][CH3:15])=[O:16])[cH:17][c:18](-[c:21]2[cH:22][cH:23][c:24]([O:30][CH3:31])[c:25]([C:26](=[O:27])[OH:28])[cH:29]2)[cH:19][cH:20]3)[cH:6][cH:7]1.[O:32]=[CH:33][N:34]([CH3:35])[CH3:36].[n:52]1([O:53][C:54]([N:55]([CH3:56])[CH3:57])=[N+:58]([CH3:59])[CH3:60])[c:61]2[cH:62][cH:63][cH:64][cH:65][c:66]2[n:67][n:68]1>>[F:1][c:2]1[cH:3][cH:4][c:5](-[c:8]2[o:9][c:10]3[c:11]([c:12]2[C:13]([NH:14][CH3:15])=[O:16])[cH:17][c:18](-[c:21]2[cH:22][cH:23][c:24]([O:30][CH3:31])[c:25]([C:26](=[O:27])[NH:46][C:37]([CH3:38])([CH3:39])[c:40]4[cH:41][cH:42][cH:43][cH:44][cH:45]4)[cH:29]2)[cH:19][cH:20]3)[cH:6][cH:7]1. Starting materials: [Cl-].COC[P+](C1=CC=CC=C1)(C1=CC=CC=C1)C1=CC=CC=C1 ((methoxymethyl)triphenylphosphonium chloride), C(CCC)[Li] (n-butyllithium), aqueous solution, S(O)(O)(=O)=O (sulfuric acid), C(C)(C)NC(C)C (diisopropylamine), solution, C(C(C)C)OC1=C(C=O)C=CC=C1 (2-isobutoxy-benzaldehyde). The solvent is O (water), C(C)(=O)OCC (ethyl acetate), O1CCOCC1 (dioxane), C(C)(=O)OCC (Ethyl acetate), O1CCCC1 (tetrahydrofuran), O (water), CCCCCC (hexane), O1CCCC1 (tetrahydrofuran). Run at time 1 hour. The product is C(C(C)C)OC1=C(C=CC=C1)CC=O (2-(2-isobutoxyphenyl)ethanal). Yield: 64.9%. RXN SMILES: [Cl-].[CH3:2][O:3]C[P+](C1C=CC=CC=1)(C1C=CC=CC=1)C1C=CC=CC=1.C(NC(C)C)(C)C.C([Li])CCC.[CH2:36]([O:40][C:41]1[CH:48]=[CH:47][CH:46]=[CH:45][C:42]=1[CH:43]=O)[CH:37]([CH3:39])[CH3:38].S(=O)(=O)(O)O>O1CCCC1.CCCCCC.O.C(OCC)(=O)C.O1CCOCC1>[CH2:36]([O:40][C:41]1[CH:48]=[CH:47][CH:46]=[CH:45][C:42]=1[CH2:43][CH:2]=[O:3])[CH:37]([CH3:39])[CH3:38] |f:0.1|. Reported procedure: In 200 ml of tetrahydrofuran are suspended 144 g of (methoxymethyl)triphenylphosphonium chloride and 43 g of diisopropylamine, to which is dropwise added 253 ml of a 1.6 mol/L solution of n-butyllithium in hexane at −50° C. over a period of one hour. The mixture thus obtained is stirred at ambient temperature for one hour. Then, a solution of 25 g of 2-isobutoxy-benzaldehyde in 100 ml of tetrahydrofuran is dropwise added to the reaction mixture obtained above at −50° C. over a period of one hour... The reactants are CC(C)(C(=O)[O-])P(=O)(O)OC (Trimethylphosphonoacetate), [H-].[Na+] (sodium hydride), C1CCOC1 (THF), C(C)(C)OC1CCC(CC1)=O (4-isopropoxy-cyclohexanone), C1CCOC1 (THF), C1CCOC1 (THF). Reaction conditions: temperature 2.5 celsius, time 1 hour. Product: COC(C=C1CCC(CC1)OC(C)C)=O ((4-Isopropoxy-cyclohexylidene)-acetic acid methyl ester). Isolated yield 74.0%. RXN SMILES: C[C:2](P(OC)(O)=O)([C:4]([O-:6])=[O:5])[CH3:3].[H-].[Na+].[CH:14]([O:17][CH:18]1[CH2:23][CH2:22]C(=O)[CH2:20][CH2:19]1)([CH3:16])[CH3:15].[CH2:25]1COCC1>>[CH3:25][O:6][C:4](=[O:5])[CH:2]=[C:3]1[CH2:22][CH2:23][CH:18]([O:17][CH:14]([CH3:16])[CH3:15])[CH2:19][CH2:20]1 |f:1.2|. Procedure: Trimethylphosphonoacetate (700 mg, 3.87 mmol) was solved in 10 ml of THF and added into a cold (0-5° C.) mixture of sodium hydride (169 mg, 3.87 mmol, 55%) in 10 ml THF. After 1 hour stirring at 0-5° C. 4-isopropoxy-cyclohexanone (550 mg, 3.5 mmol) in 5 ml THF was added drop wise. The reaction mixture was quenched after 1 hour at room temperature with saturated NaHCO3-solution and extracted two times with ethyl acetate. The organic extracts were washed with brine, dried with sodium sulfate, filt... Reactants: BrC1=C(C=C(C=C1)OC)C(C)C (1-bromo-2-isopropyl-4-methoxy-benzene), BrC1=C(C=C(C=C1)OC)C(C)C (1-bromo-2-isopropyl-4-methoxy-benzene), B(Br)(Br)Br (BBr3), solution. Solvent: C(Cl)Cl (CH2Cl2), C(Cl)Cl (CH2Cl2). Run at temperature -78 celsius, time 3 hour. Yields the product EtOAc—hexanes, BrC1=C(C=C(C=C1)O)C(C)C (4-Bromo-3-isopropyl-phenol). Yield: 2.5%. As a reaction SMILES: [Br:1][C:2]1[CH:7]=[CH:6][C:5]([O:8]C)=[CH:4][C:3]=1[CH:10]([CH3:12])[CH3:11].B(Br)(Br)Br>C(Cl)Cl>[Br:1][C:2]1[CH:7]=[CH:6][C:5]([OH:8])=[CH:4][C:3]=1[CH:10]([CH3:12])[CH3:11]. Procedure: To a solution of 1-bromo-2-isopropyl-4-methoxy-benzene (Intermediate 143, 2.20 g, 9.60 mmols) in 50 mL CH2Cl2 at −78° C. was added BBr3 (4.81 g, 19.2 mmols; 19.2 mL of a 1M solution in CH2Cl2). After stirring for 3 hours at −78° C. the solution was warmed to 0° C. for 3 hours and then at 25° C. for 1 hour before being quenched with H2O. The mixture was diluted with Et2O and washed with H2O and saturated aqueous NaCl, dried (Na2SO4) and concentrated under reduced pressure. Column chromatography (... Starting materials: C([O-])(O)=O.[Na+] (sodium bicarbonate), C1CC(=O)N(C1=O)Br (NBS), C(C)(C)(C)OC(=O)NN1C(=NC=C1)C(=O)OCC (ethyl 1-((tert-butoxycarbonyl)amino)-1H-imidazole-2-carboxylate). Solvent: CN(C)C=O (DMF), CN(C)C=O (DMF). Reaction conditions: time 8 hour. Yields the product BrC=1N=C(N(C1)NC(=O)OC(C)(C)C)C(=O)OCC (ethyl 4-bromo-1-((tert-butoxycarbonyl)amino)-1H-imidazole-2-carboxylate). The yield is 52.3%. Reaction SMILES: C1C(=O)N([Br:8])C(=O)C1.[C:9]([O:13][C:14]([NH:16][N:17]1[CH:21]=[CH:20][N:19]=[C:18]1[C:22]([O:24][CH2:25][CH3:26])=[O:23])=[O:15])([CH3:12])([CH3:11])[CH3:10].C(=O)(O)[O-].[Na+]>CN(C=O)C>[Br:8][C:20]1[N:19]=[C:18]([C:22]([O:24][CH2:25][CH3:26])=[O:23])[N:17]([NH:16][C:14]([O:13][C:9]([CH3:12])([CH3:11])[CH3:10])=[O:15])[CH:21]=1 |f:2.3|. Procedure: A solution of NBS (1.548 g, 8.70 mmol) in DMF (15 ml) was added slowly via addition funnel to a solution of ethyl 1-((tert-butoxycarbonyl)amino)-1H-imidazole-2-carboxylate (2.22 g, 8.70 mmol) in DMF (12 ml) at room temperature. The reaction was stirred at room temperature overnight. To the reaction was added a saturated solution of sodium bicarbonate until the yellow solution became a white suspension. The mixture was concentrated to dryness. The residue was partitioned between EtOAc and water. ...